This data is from the Open Reaction Database (ORD), a public repository of structured organic reaction records. The task is: describe an organic reaction: reactants, conditions, products, and yield Reactants: NC1=N[C@](C(C(N1C)=O)(C)C)(C)C1=C(C=CC(=C1)N)F ((S)-2-amino-6-(5-amino-2-fluoro-phenyl)-3,5,5,6-tetramethyl-5,6-dihydro-3H-pyrimidin-4-one), [B][B][B][B][B][B][B][B][B][B] (decaborane), NC1=N[C@](C(C(N1C)=O)(C)C)(C)C1=C(C=CC(=C1)N)F ((S)-2-amino-6-(5-amino-2-fluoro-phenyl)-3,5,5,6-tetramethyl-5,6-dihydro-3H-pyrimidin-4-one), N1=C(N=CC=C1)C(C)=O (1-pyrimidin-2-yl-ethanone). Procedure: The reductive amination of (S)-2-amino-6-(5-amino-2-fluoro-phenyl)-3,5,5,6-tetramethyl-5,6-dihydro-3H-pyrimidin-4-one (intermediate J) and 1-pyrimidin-2-yl-ethanone using decaborane yielded a mixture of epimers of the title compound as a yellow waxy solid. MS (ESI): m/z=385.2 [M+H]+. As a reaction SMILES: [NH2:1][C:2]1[N:7]([CH3:8])[C:6](=[O:9])[C:5]([CH3:11])([CH3:10])[C@:4]([C:13]2[CH:18]=[C:17]([NH2:19])[CH:16]=[CH:15][C:14]=2[F:20])([CH3:12])[N:3]=1.[N:21]1[CH:26]=[CH:25][CH:24]=[N:23][C:22]=1[C:27](=O)[CH3:28].[B][B][B][B][B][B][B][B][B][B]>>[NH2:1][C:2]1[N:7]([CH3:8])[C:6](=[O:9])[C:5]([CH3:10])([CH3:11])[C@:4]([C:13]2[CH:18]=[C:17]([NH:19][CH:27]([C:22]3[N:23]=[CH:24][CH:25]=[CH:26][N:21]=3)[CH3:28])[CH:16]=[CH:15][C:14]=2[F:20])([CH3:12])[N:3]=1 |^3:29,38,^1:30,31,32,33,34,35,36,37|. Yields the product NC1=N[C@](C(C(N1C)=O)(C)C)(C)C1=C(C=CC(=C1)NC(C)C1=NC=CC=N1)F ((S)-2-Amino-6-[2-fluoro-5-(1-pyrimidin-2-yl-ethylamino)-phenyl]-3,5,5,6-tetramethyl-5,6-dihydro-3H-pyrimidin-4-one). The reactants are COP(OC)(=O)CC(CN1C([C@H](C[C@H]1C)NC(=O)OC(C)(C)C)=O)=O ([3-(3 (S)-tert-Butoxycarbonylamino-5(R)-methyl-2-oxo-pyrrolidin-1-yl)-2-oxo-propyl]-phosphonic Acid Dimethyl Ester), C([O-])([O-])=O.[K+].[K+] (potassium carbonate), COC1=CC=C(C=N1)C=O (6-methoxy-pyridine-3-carboxaldehyde). Solvent: CN(C=O)C (N,N-dimethylformamide), C(C)(=O)OCC (ethyl acetate). Run at temperature 82.5 celsius. Product: C(C)(C)(C)OC(N[C@@H]1C(N([C@@H](C1)C)CC(C=CC=1C=NC(=CC1)OC)=O)=O)=O ({1-[4-(6-Methoxy-pyridin-3-yl)-2-oxo-but-3-enyl]-5(R)-methyl-2-oxo-pyrrolidin-3(S)-yl}-carbamic Acid Tert-butyl Ester). As a reaction SMILES: COP([CH2:7][C:8](=[O:25])[CH2:9][N:10]1[C@H:14]([CH3:15])[CH2:13][C@H:12]([NH:16][C:17]([O:19][C:20]([CH3:23])([CH3:22])[CH3:21])=[O:18])[C:11]1=[O:24])(=O)OC.C(=O)([O-])[O-].[K+].[K+].[CH3:32][O:33][C:34]1[N:39]=[CH:38][C:37]([CH:40]=O)=[CH:36][CH:35]=1>CN(C)C=O.C(OCC)(=O)C>[C:20]([O:19][C:17](=[O:18])[NH:16][C@H:12]1[CH2:13][C@@H:14]([CH3:15])[N:10]([CH2:9][C:8](=[O:25])[CH:7]=[CH:40][C:37]2[CH:38]=[N:39][C:34]([O:33][CH3:32])=[CH:35][CH:36]=2)[C:11]1=[O:24])([CH3:21])([CH3:22])[CH3:23] |f:1.2.3|. Reported procedure: A stirred suspension of 4-3 (190 mg, 0.50 mmol), potassium carbonate (104 mg, 0.75 mmol), and 6-methoxy-pyridine-3-carboxaldehyde (for preparation, see U.S. Pat. No. 6,048,861, which is incorporated by reference herein in its entirety) (69 mg, 0.50 mmol) in N,N-dimethylformamide (2 mL) was heated at 80-85° C. for 3 hours and then cooled to ambient temperature. The reaction mixture was diluted with ethyl acetate, washed with saturated aqueous sodium hydrogen carbonate, saturated aqueous sodium ch... Starting materials: BrC=1C=C(C=C(C1OC(C)=O)Br)C(C)O (1-(3',5'-dibromo-4'-acetoxyphenyl)ethanol), S(=O)(=O)(O)[O-].[K+] (potassium hydrogen sulfate), C(C)(C)(C)C1=C(O)C=CC(=C1)O (t-butylhydroquinone). Yields the product BrC=1C=C(C=C)C=C(C1OC(C)=O)Br (3,5-Dibromo-4-acetoxystyrene). As a reaction SMILES: [Br:1][C:2]1[CH:3]=[C:4]([CH:13](O)[CH3:14])[CH:5]=[C:6]([Br:12])[C:7]=1[O:8][C:9](=[O:11])[CH3:10].S([O-])(O)(=O)=O.[K+].C(C1C=C(O)C=CC=1O)(C)(C)C>>[Br:1][C:2]1[CH:3]=[C:4]([CH:5]=[C:6]([Br:12])[C:7]=1[O:8][C:9](=[O:11])[CH3:10])[CH:13]=[CH2:14] |f:1.2|. Reported procedure: A mixture of 67.6 g (0.02 mole) 1-(3',5'-dibromo-4'-acetoxyphenyl)ethanol, 0.35 g freshly melted and then finely pulverized potassium hydrogen sulfate, and 0.5 g t-butylhydroquinone are heated at 20 Torr to 170°-190° C. The resulting product is distilled off (under vacuum) at a temperature of 140° to 160° C. It is taken up in ether, the ether solution is washed with Na2CO3, dried, and concentrated under vacuum. The remaining product is distilled at 0.02 mbar; the boiling point is 116° C. The iso... The reactants are CC1CN(c2ccc(-c3ncccn3)cn2)CCN1C(=O)CCl, CC(O)C1(C(=O)Nc2ccc3c(c2)c(-c2ccc(F)cc2)nn3C(c2ccccc2)(c2ccccc2)c2ccccc2)CCNC1, CN(C)C=O. The product is CC1CN(c2ccc(-c3ncccn3)cn2)CCN1C(=O)CN1CCC(C(=O)Nc2ccc3c(c2)c(-c2ccc(F)cc2)nn3C(c2ccccc2)(c2ccccc2)c2ccccc2)(C(C)O)C1. Reaction SMILES: [Cl:47][CH2:48][C:49](=[O:50])[N:51]1[CH:52]([CH3:69])[CH2:53][N:54]([c:57]2[n:58][cH:59][c:60](-[c:63]3[n:64][cH:65][cH:66][cH:67][n:68]3)[cH:61][cH:62]2)[CH2:55][CH2:56]1.[F:1][c:2]1[cH:3][cH:4][c:5](-[c:8]2[n:9][n:10]([C:28]([c:29]3[cH:30][cH:31][cH:32][cH:33][cH:34]3)([c:35]3[cH:36][cH:37][cH:38][cH:39][cH:40]3)[c:41]3[cH:42][cH:43][cH:44][cH:45][cH:46]3)[c:11]3[cH:12][cH:13][c:14]([NH:17][C:18](=[O:19])[C:20]4([CH:25]([CH3:26])[OH:27])[CH2:21][NH:22][CH2:23][CH2:24]4)[cH:15][c:16]23)[cH:6][cH:7]1.[O:70]=[CH:71][N:72]([CH3:73])[CH3:74]>>[F:1][c:2]1[cH:3][cH:4][c:5](-[c:8]2[n:9][n:10]([C:28]([c:29]3[cH:30][cH:31][cH:32][cH:33][cH:34]3)([c:35]3[cH:36][cH:37][cH:38][cH:39][cH:40]3)[c:41]3[cH:42][cH:43][cH:44][cH:45][cH:46]3)[c:11]3[cH:12][cH:13][c:14]([NH:17][C:18](=[O:19])[C:20]4([CH:25]([CH3:26])[OH:27])[CH2:21][N:22]([CH2:48][C:49](=[O:50])[N:51]5[CH:52]([CH3:69])[CH2:53][N:54]([c:57]6[n:58][cH:59][c:60](-[c:63]7[n:64][cH:65][cH:66][cH:67][n:68]7)[cH:61][cH:62]6)[CH2:55][CH2:56]5)[CH2:23][CH2:24]4)[cH:15][c:16]23)[cH:6][cH:7]1. The reactants are N1=CC=CC=C1 (pyridine), O=C(CNC(=O)C1=NN(C(=C1)OCC(=O)N1[C@@H](CCC1)C(NC1CCC1)=O)C1=CC=CC=C1)N1CCNCC1 (5-[2-((S)-2-Cyclobutylcarbamoyl-pyrrolidin-1-yl)-2-oxo-ethoxy]-1-phenyl-1H-pyrazole-3-carboxylic acid (2-oxo-2-piperazin-1-yl-ethyl)-amide), C(CCCC)(=O)Cl (valeryl chloride). RXN SMILES: [O:1]=[C:2]([N:34]1[CH2:39][CH2:38][NH:37][CH2:36][CH2:35]1)[CH2:3][NH:4][C:5]([C:7]1[CH:11]=[C:10]([O:12][CH2:13][C:14]([N:16]2[CH2:20][CH2:19][CH2:18][C@H:17]2[C:21](=[O:27])[NH:22][CH:23]2[CH2:26][CH2:25][CH2:24]2)=[O:15])[N:9]([C:28]2[CH:33]=[CH:32][CH:31]=[CH:30][CH:29]=2)[N:8]=1)=[O:6].N1C=CC=CC=1.[C:46](Cl)(=[O:51])[CH2:47][CH2:48][CH2:49][CH3:50]>ClCCl.CN(C1C=CN=CC=1)C>[O:1]=[C:2]([N:34]1[CH2:39][CH2:38][N:37]([C:46](=[O:51])[CH2:47][CH2:48][CH2:49][CH3:50])[CH2:36][CH2:35]1)[CH2:3][NH:4][C:5]([C:7]1[CH:11]=[C:10]([O:12][CH2:13][C:14]([N:16]2[CH2:20][CH2:19][CH2:18][C@H:17]2[C:21](=[O:27])[NH:22][CH:23]2[CH2:24][CH2:25][CH2:26]2)=[O:15])[N:9]([C:28]2[CH:29]=[CH:30][CH:31]=[CH:32][CH:33]=2)[N:8]=1)=[O:6]. Procedure: To a solution of 50 mg 5-[2-((S)-2-Cyclobutylcarbamoyl-pyrrolidin-1-yl)-2-oxo-ethoxy]-1-phenyl-1H-pyrazole-3-carboxylic acid (2-oxo-2-piperazin-1-yl-ethyl)-amide in 4 ml dichloromethane were added at 0° C. 15 l pyridine, 13 l valeryl chloride and a catalytic amount of DMAP. After stirring for 12 h it was concentrated and the residue obtained was purified by preparative HPLC (C18 reverse phase column, elution with a water/MeCN gradient with 0.1% TFA) to give the title compound. The solvent is ClCCl (dichloromethane). Reagents/catalysts: CN(C)C=1C=CN=CC1 (DMAP). Product: O=C(CNC(=O)C1=NN(C(=C1)OCC(=O)N1[C@@H](CCC1)C(NC1CCC1)=O)C1=CC=CC=C1)N1CCN(CC1)C(CCCC)=O (5-[2-((S)-2-Cyclobutylcarbamoyl-pyrrolidin-1-yl)-2-oxo-ethoxy]-1-phenyl-1H-pyrazole-3-carboxylic acid [2-oxo-2-(4-pentanoyl-piperazin-1-yl)-ethyl]amide). Reaction conditions: time 12 hour.